This data is from the Open Reaction Database (ORD), a public repository of structured organic reaction records. The task is: describe an organic reaction: reactants, conditions, products, and yield Reactants: ClC(C(=O)NS(=O)(=O)C)(C1=CC=CC=C1)C1=NC(=CC(=N1)OC)OC (2-Chloro-2-(4,6-dimethoxypyrimidin-2-yl)-N-methanesulfonyl-2-phenylacetamide), C(C)(=O)[O-].[Na+] (sodium acetate). Run in C(C)(=O)O (acetic acid). Yields the product C(C)(=O)OC(C(=O)NS(=O)(=O)C)(C1=CC=CC=C1)C1=NC(=CC(=N1)OC)OC (2-Acetoxy-2-(4,6-dimethoxypyrimidin-2-yl)-N-methanesulfony-2-phenylacetamide). The yield is 98.0%. As a reaction SMILES: Cl[C:2]([C:16]1[N:21]=[C:20]([O:22][CH3:23])[CH:19]=[C:18]([O:24][CH3:25])[N:17]=1)([C:10]1[CH:15]=[CH:14][CH:13]=[CH:12][CH:11]=1)[C:3]([NH:5][S:6]([CH3:9])(=[O:8])=[O:7])=[O:4].[C:26]([O-:29])(=[O:28])[CH3:27].[Na+]>C(O)(=O)C>[C:26]([O:29][C:2]([C:16]1[N:21]=[C:20]([O:22][CH3:23])[CH:19]=[C:18]([O:24][CH3:25])[N:17]=1)([C:10]1[CH:15]=[CH:14][CH:13]=[CH:12][CH:11]=1)[C:3]([NH:5][S:6]([CH3:9])(=[O:8])=[O:7])=[O:4])(=[O:28])[CH3:27] |f:1.2|. Reported procedure: 2-Chloro-2-(4,6-dimethoxypyrimidin-2-yl)-N-methanesulfonyl-2-phenylacetamide (0.5 g) and anhydrous sodium acetate (0.25 g) were refluxed in glacial acetic acid (10 ml) for 7 hours. The acetic acid was evaporated off under vacuum, and the residue was taken into ether. The ether solution was washed with water (3 times), dried over magnesium sulfate, and evaporated under vacuum to give 0.52 g of a brown glass. Trituration with diisopropyl ether gave an off-white solid, which was filtered off, washe... Reactants: OCC1=CC=2C=3C4=C(C=CC=C4OC2C=C1)C(NN3)=O (10-Hydroxymethyl-2H-7-oxa-1,2-diaza-benzo[de]anthracen-3-one), P(=O)(OCC1=CC=CC=C1)(OCC1=CC=CC=C1)[O-] (dibenzyl phosphate), C1(=CC=CC=C1)P(C1=CC=CC=C1)C1=CC=CC=C1 (triphenylphosphine), N(=NC(=O)OC(C)C)C(=O)OC(C)C (diisopropyl azodicarboxylate). Run in CN(C)C=O (DMF). Reaction conditions: time 3 hour. Product: O=C1NN=C2C3=C1C=CC=C3OC=3C=CC(=CC23)COP(OCC2=CC=CC=C2)(OCC2=CC=CC=C2)=O (Phosphoric acid dibenzyl ester 3-oxo-2,3-dihydro-7-oxa-1,2-diazabenzo[de]anthracen-10-ylmethyl ester). Isolated yield 40.0%. Reaction SMILES: [OH:1][CH2:2][C:3]1[CH:16]=[CH:15][C:14]2[O:13][C:12]3[C:7]4=[C:8]([C:17](=[O:20])[NH:18][N:19]=[C:6]4[C:5]=2[CH:4]=1)[CH:9]=[CH:10][CH:11]=3.[P:21]([O-])([O:31][CH2:32][C:33]1[CH:38]=[CH:37][CH:36]=[CH:35][CH:34]=1)([O:23][CH2:24][C:25]1[CH:30]=[CH:29][CH:28]=[CH:27][CH:26]=1)=[O:22].C1(P(C2C=CC=CC=2)C2C=CC=CC=2)C=CC=CC=1.N(C(OC(C)C)=O)=NC(OC(C)C)=O>CN(C=O)C>[O:20]=[C:17]1[C:8]2[CH:9]=[CH:10][CH:11]=[C:12]3[O:13][C:14]4[CH:15]=[CH:16][C:3]([CH2:2][O:1][P:21](=[O:22])([O:31][CH2:32][C:33]5[CH:38]=[CH:37][CH:36]=[CH:35][CH:34]=5)[O:23][CH2:24][C:25]5[CH:30]=[CH:29][CH:28]=[CH:27][CH:26]=5)=[CH:4][C:5]=4[C:6]([C:7]=23)=[N:19][NH:18]1. Procedure details: To a solution of compound 57 (0.25 mmol) in anhydrous DMF was added dibenzyl phosphate (0.80 mmol) and triphenylphosphine (0.80 mmol). The reaction mixture was stirred while diisopropyl azodicarboxylate was added slowly. The reaction mixture was stirred at room temperature for 3 hours. Solvent was removed in vacuo. To the residue, 100 mL of ethyl acetate was added. The organic layer was washed with water and brine, then dried with MgSO4. The Solvents were removed to afford a yellow oil. The oil ... Starting materials: FC(C1=CC=C(N)C=C1)(F)F (4-trifluoromethylaniline), N1=CC=CC=C1 (pyridine), C(C(C)(C)C)(=O)Cl (pivaloyl chloride). The solvent is ClCCl (dichloromethane), ClCCl (dichloromethane). Conditions: time 3.5 hour. Product: FC(C1=CC=C(NC(C(C)(C)C)=O)C=C1)(F)F (4'-Trifluoromethyl-2,2-dimethylpropionanilide). The yield is 97.3%. RXN SMILES: [F:1][C:2]([F:11])([F:10])[C:3]1[CH:9]=[CH:8][C:6]([NH2:7])=[CH:5][CH:4]=1.N1C=CC=CC=1.[C:18](Cl)(=[O:23])[C:19]([CH3:22])([CH3:21])[CH3:20]>ClCCl>[F:1][C:2]([F:10])([F:11])[C:3]1[CH:9]=[CH:8][C:6]([NH:7][C:18](=[O:23])[C:19]([CH3:22])([CH3:21])[CH3:20])=[CH:5][CH:4]=1. Reported procedure: To a stirred solution of 4-trifluoromethylaniline (25 g, 0.155 mol) and pyridine (62 ml, 0.775 mol) in dichloromethane (300 ml) cooled to 0° C. under nitrogen was added dropwise pivaloyl chloride (19 ml, 0.155 mol). The reaction mixture was stirred at room temperature for 3.5 hr, then diluted with dichloromethane (300 ml). The resulting solution was washed sequentially with 1N aqueous hydrochloric acid solution (2×), saturated aqueous sodium bicarbonate solution, water and brine, dried (anhydrou... Reactants: ClCCl, [NH4+], [OH-], O=C(OO)c1cccc(Cl)c1, Cc1ccc(S(=O)(=O)Cl)cc1, Cc1nc2cnc3cc(OCc4ccoc4)ccc3c2n1CC(C)C. The product is Cc1nc2c(N)nc3cc(OCc4ccoc4)ccc3c2n1CC(C)C. RXN SMILES: [Cl:50][CH2:51][Cl:52].[NH4+:37].[OH-:38].[OH:26][O:27][C:28]([c:29]1[cH:30][c:31]([Cl:32])[cH:33][cH:34][cH:35]1)=[O:36].[c:39]1([CH3:40])[cH:41][cH:42][c:43]([S:44]([Cl:45])(=[O:46])=[O:47])[cH:48][cH:49]1.[o:1]1[cH:2][c:3]([CH2:6][O:7][c:8]2[cH:9][cH:10][c:11]3[c:12]4[c:13]([cH:14][n:15][c:16]3[cH:17]2)[n:18][c:19]([CH3:25])[n:20]4[CH2:21][CH:22]([CH3:23])[CH3:24])[cH:4][cH:5]1>>[o:1]1[cH:2][c:3]([CH2:6][O:7][c:8]2[cH:9][cH:10][c:11]3[c:12]4[c:13]([c:14]([NH2:37])[n:15][c:16]3[cH:17]2)[n:18][c:19]([CH3:25])[n:20]4[CH2:21][CH:22]([CH3:23])[CH3:24])[cH:4][cH:5]1.